Dataset: the Open Reaction Database (ORD), a public repository of structured organic reaction records. Task: describe an organic reaction: reactants, conditions, products, and yield Starting materials: COC(=O)c1ccc(NC(=O)c2ccccc2C)nc1, CO, Cl, [Na+], [OH-], O. The product is Cc1ccccc1C(=O)Nc1ccc(C(=O)O)cn1. Reaction SMILES: [CH3:1][O:2][C:3]([c:4]1[cH:5][n:6][c:7]([NH:10][C:11]([c:12]2[c:13]([CH3:18])[cH:14][cH:15][cH:16][cH:17]2)=[O:19])[cH:8][cH:9]1)=[O:20].[CH3:25][OH:26].[ClH:24].[Na+:22].[OH-:21].[OH2:23]>>[O:2]=[C:3]([c:4]1[cH:5][n:6][c:7]([NH:10][C:11]([c:12]2[c:13]([CH3:18])[cH:14][cH:15][cH:16][cH:17]2)=[O:19])[cH:8][cH:9]1)[OH:20]. The reactants are CO, [Fe], C=CCS(=O)c1ccc(N)c([N+](=O)[O-])c1, O=S(=O)([O-])[O-], O. The product is C=CCS(=O)c1ccc(N)c(N)c1. RXN SMILES: [CH3:16][OH:17].[Fe:23].[NH2:1][c:2]1[c:3]([N+:13]([O-:14])=[O:15])[cH:4][c:5]([S:8](=[O:9])[CH2:10][CH:11]=[CH2:12])[cH:6][cH:7]1.[O-:18][S:19](=[O:20])(=[O:21])[O-:22].[OH2:24]>>[NH2:1][c:2]1[c:3]([NH2:13])[cH:4][c:5]([S:8](=[O:9])[CH2:10][CH:11]=[CH2:12])[cH:6][cH:7]1.